This data is from the Open Reaction Database (ORD), a public repository of structured organic reaction records. The task is: describe an organic reaction: reactants, conditions, products, and yield Starting materials: C1(=CC=CC=C1)CCCCCCOC1=C(C=C(C=C1)C=O)C=O (4-(6-phenylhexyloxy)-1,3-benzenedicarboxaldehyde), C(C)(C)(C)OC(=O)NCCCN (N-tert.butoxycarbonyl-3-aminopropanamine). The product is C(C)(C)(C)OC(=O)NCCCNCC1=CC(=C(C=C1)OCCCCCCC1=CC=CC=C1)CNCCCNC(=O)OC(C)(C)C (N,N'-bis(N-tert.butoxycarbonyl-3-amino propyl)-4-(6-phenylhexyloxy)-1,3-benzenedimethanamine). Reaction SMILES: [C:1]1([CH2:7][CH2:8][CH2:9][CH2:10][CH2:11][CH2:12][O:13][C:14]2[CH:19]=[CH:18][C:17]([CH:20]=O)=[CH:16][C:15]=2[CH:22]=O)[CH:6]=[CH:5][CH:4]=[CH:3][CH:2]=1.[C:24]([O:28][C:29]([NH:31][CH2:32][CH2:33][CH2:34][NH2:35])=[O:30])([CH3:27])([CH3:26])[CH3:25]>>[C:24]([O:28][C:29]([NH:31][CH2:32][CH2:33][CH2:34][NH:35][CH2:20][C:17]1[CH:18]=[CH:19][C:14]([O:13][CH2:12][CH2:11][CH2:10][CH2:9][CH2:8][CH2:7][C:1]2[CH:2]=[CH:3][CH:4]=[CH:5][CH:6]=2)=[C:15]([CH2:22][NH:35][CH2:34][CH2:33][CH2:32][NH:31][C:29]([O:28][C:24]([CH3:27])([CH3:26])[CH3:25])=[O:30])[CH:16]=1)=[O:30])([CH3:27])([CH3:26])[CH3:25]. Procedure details: N,N'-bis(N-tert.butoxycarbonyl-3-amino propyl)-4-(6-phenylhexyloxy)-1,3-benzenedimethanamine (MS: M+H+ =627) was prepared from 4-(6-phenylhexyloxy)-1,3-benzenedicarboxaldehyde and N-tert.butoxycarbonyl-3-aminopropanamine using the method in Example 2. Reactants: C=C(C)OC, COC(=O)C(O)C(NC(=O)OC(C)(C)C)C1CC1, Cc1ccc(S(=O)(=O)O)cc1, c1ccccc1, c1cc[nH+]cc1. Yields the product COC(=O)C1OC(C)(C)N(C(=O)OC(C)(C)C)C1C1CC1. As a reaction SMILES: [C:19](=[CH2:20])([CH3:21])[O:22][CH3:23].[CH:1]1([CH:4]([CH:5]([C:6](=[O:7])[O:8][CH3:9])[OH:10])[NH:11][C:12](=[O:13])[O:14][C:15]([CH3:16])([CH3:17])[CH3:18])[CH2:2][CH2:3]1.[c:30]1([CH3:31])[cH:32][cH:33][c:34]([S:35]([OH:36])(=[O:37])=[O:38])[cH:39][cH:40]1.[cH:41]1[cH:42][cH:43][cH:44][cH:45][cH:46]1.[nH+:24]1[cH:25][cH:26][cH:27][cH:28][cH:29]1>>[CH:1]1([CH:4]2[CH:5]([C:6](=[O:7])[O:8][CH3:9])[O:10][C:19]([CH3:20])([CH3:21])[N:11]2[C:12](=[O:13])[O:14][C:15]([CH3:16])([CH3:17])[CH3:18])[CH2:2][CH2:3]1. The reactants are N1=CC(=CC=C1)C=O (pyridine-3-carboxaldehyde), C[C@@H]1CN(CCN1)C=1C=CC=2N(N1)C(=NN2)C(F)(F)F (6-[(3R)-3-methylpiperazin-1-yl]-3-(trifluoromethyl)-[1,2,4]triazolo[4,3-b]pyridazine). The product is C[C@@H]1CN(CCN1CC=1C=NC=CC1)C=1C=CC=2N(N1)C(=NN2)C(F)(F)F (6-[(3R)-3-methyl-4-(pyridin-3-ylmethyl)piperazin-1-yl]-3-(trifluoromethyl)[1,2,4]triazolo[4,3-b]pyridazine). The yield is 58.0%. As a reaction SMILES: [N:1]1[CH:6]=[CH:5][CH:4]=[C:3]([CH:7]=O)[CH:2]=1.[CH3:9][C@H:10]1[NH:15][CH2:14][CH2:13][N:12]([C:16]2[CH:17]=[CH:18][C:19]3[N:20]([C:22]([C:25]([F:28])([F:27])[F:26])=[N:23][N:24]=3)[N:21]=2)[CH2:11]1>>[CH3:9][C@H:10]1[N:15]([CH2:7][C:3]2[CH:2]=[N:1][CH:6]=[CH:5][CH:4]=2)[CH2:14][CH2:13][N:12]([C:16]2[CH:17]=[CH:18][C:19]3[N:20]([C:22]([C:25]([F:27])([F:26])[F:28])=[N:23][N:24]=3)[N:21]=2)[CH2:11]1. Reported procedure: A mixture of pyridine-3-carboxaldehyde and 6-[(3R)-3-methylpiperazin-1-yl]-3-(trifluoromethyl)-[1,2,4]triazolo[4,3-b]pyridazine was allowed to react by General Synthetic Method 5, to give 6-[(3R)-3-methyl-4-(pyridin-3-ylmethyl)piperazin-1-yl]-3-(trifluoromethyl)[1,2,4]triazolo[4,3-b]pyridazine in 58% yield. The reactants are [Na+].[Cl-] (NaCl), C(CN(CC(=O)O)CC(=O)O)N(CC(=O)O)CC(=O)O (EDTA), [O-]S(=O)(=O)[O-].[Ba+2] (BaSO4). Yields the product [O-]S(=O)(=O)[O-].[Ba+2].C(CN(CC(=O)O)CC(=O)O)N(CC(=O)O)CC(=O)O (BaSO4 EDTA). RXN SMILES: [Na+].[Cl-].[CH2:3]([N:14]([CH2:19][C:20]([OH:22])=[O:21])[CH2:15][C:16]([OH:18])=[O:17])[CH2:4][N:5]([CH2:10][C:11]([OH:13])=[O:12])[CH2:6][C:7]([OH:9])=[O:8].[O-:23][S:24]([O-:27])(=[O:26])=[O:25].[Ba+2:28]>>[O-:26][S:24]([O-:27])(=[O:25])=[O:23].[Ba+2:28].[CH2:4]([N:5]([CH2:10][C:11]([OH:13])=[O:12])[CH2:6][C:7]([OH:9])=[O:8])[CH2:3][N:14]([CH2:19][C:20]([OH:22])=[O:21])[CH2:15][C:16]([OH:18])=[O:17] |f:0.1,3.4,5.6.7|. Reported procedure: A thromboplastin extract was prepared from rabbit-brain acetone powder (25 g) with an extraction solution (500 ml) comprising NaCl (50 mM), EDTA (10 mM) and BaSO4 (5 g). Starting materials: CN(C)CCOC1=CN=C(C=C1)N, CC1=C(N=CN=C1Cl)N2C=NC3=CC=CC=C32. The reagents and catalysts are CC(C)(C)[O-].[Na+], CC1(C2=C(C(=CC=C2)P(C3=CC=CC=C3)C4=CC=CC=C4)OC5=C1C=CC=C5P(C6=CC=CC=C6)C7=CC=CC=C7)C, C1=CC=C(C=C1)/C=C/C(=O)/C=C/C2=CC=CC=C2.C1=CC=C(C=C1)/C=C/C(=O)/C=C/C2=CC=CC=C2.C1=CC=C(C=C1)/C=C/C(=O)/C=C/C2=CC=CC=C2.[Pd].[Pd]. Solvent: CC1=CC=CC=C1. Conditions: temperature 100 celsius. The product is CC1=C(N=CN=C1N2C=NC3=CC=CC=C32)NC4=NC=C(C=C4)OCCN(C)C. Isolated yield 17.8%. Reported procedure: TRIS(DIBENZYLIDENEACETONE)DIPALLADIUM(0) (44.2 mg, 0.05 mmol) was added to 5-(2-(dimethylamino)ethoxy)pyridin-2-amine (175 mg, 0.97 mmol), 1-(6-chloro-5-methylpyrimidin-4-yl)-1H-benzo[d]imidazole (236 mg, 0.97 mmol), sodium t-butoxide (139 mg, 1.45 mmol) and (9,9-dimethyl-9H-xanthene-4,5-diyl)bis(diphenylphosphine) (84 mg, 0.14 mmol) in toluene (10 mL) at 20°C under nitrogen. The resulting suspension was stirred at 100 °C for 16 hours then cooled to room temperature. LCMS analysis indicates no S... Reactants: ClC1=C(C=CC=C1)N(C(=O)C1=CC2=C(C3=C(OCC2)C=C(C=C3)CNC)S1)C (N-(2-chlorophenyl)-N-methyl-8-((methylamino)methyl)-4,5-dihydrobenzo[b]thieno[2,3-d]oxepine-2-carboxamide), BrCC=1C=CC2=C(OCCC3=C2SC(=C3)C(=O)N(C)C3=C(C=CC=C3)Cl)C1 (8-(bromomethyl)-N-(2-chlorophenyl)-N-methyl-4,5-dihydrobenzo[b]thieno[2,3-d]oxepine-2-carboxamide), N1CCOCC1 (morpholine). Yields the product ClC1=C(C=CC=C1)N(C(=O)C1=CC2=C(C3=C(OCC2)C=C(C=C3)CN3CCOCC3)S1)C (N-(2-chlorophenyl)-N-methyl-8-(morpholinomethyl)-4,5-dihydrobenzo[b]thieno[2,3-d]oxepine-2-carboxamide). Reaction SMILES: [Cl:1][C:2]1[CH:7]=[CH:6][CH:5]=[CH:4][C:3]=1[N:8]([CH3:28])[C:9]([C:11]1[S:27][C:14]2[C:15]3[CH:23]=[CH:22][C:21]([CH2:24][NH:25][CH3:26])=[CH:20][C:16]=3[O:17][CH2:18][CH2:19][C:13]=2[CH:12]=1)=[O:10].BrCC1C=C[C:34]2C3SC(C(N(C4C=CC=CC=4Cl)C)=O)=CC=3C[CH2:37][O:36][C:35]=2C=1.N1CCOCC1>>[Cl:1][C:2]1[CH:7]=[CH:6][CH:5]=[CH:4][C:3]=1[N:8]([CH3:28])[C:9]([C:11]1[S:27][C:14]2[C:15]3[CH:23]=[CH:22][C:21]([CH2:24][N:25]4[CH2:34][CH2:35][O:36][CH2:37][CH2:26]4)=[CH:20][C:16]=3[O:17][CH2:18][CH2:19][C:13]=2[CH:12]=1)=[O:10]. Procedure: Following the procedure in Example 153 for the synthesis of 243, 8-(bromomethyl)-N-(2-chlorophenyl)-N-methyl-4,5-dihydrobenzo[b]thieno[2,3-d]oxepine-2-carboxamide was reacted with morpholine to give 261. MS: (ESI+) 469.0 Reactants: C(C=C)O (allyl alcohol), C(C)(=O)OCC=C (allyl acetate), C(C)(C)(C)OOC(C)(C)C (di-tert-butylperoxide), C(C)(C)(C)OOC(C)(C)C (di-tertbutylperoxide), C(C)(=O)OCC=C (allyl acetate), product, C(C=C)O (allyl alcohol). Reaction conditions: temperature 150 celsius, time 2 hour. Yields the product C(C=C)O.C(C)(=O)OCC=C (Allyl Alcohol Allyl Acetate). RXN SMILES: [CH2:1]([OH:4])[CH:2]=[CH2:3].[C:5]([O:8][CH2:9][CH:10]=[CH2:11])(=[O:7])[CH3:6].C(OOC(C)(C)C)(C)(C)C>>[CH2:1]([OH:4])[CH:2]=[CH2:3].[C:5]([O:8][CH2:9][CH:10]=[CH2:11])(=[O:7])[CH3:6] |f:3.4|. Procedure details: The procedure of Example 1 is generally followed. The reactor is initially charged with allyl alcohol (200 g), allyl acetate (200 g), and di-tert-butylperoxide (10 g). After heating the reactor contents to 150° C., the remaining di-tertbutylperoxide (40 g) is added to the reactor continuously over 2.5 h. Heating continues for an additional 2 h at 150° C. After vacuum stripping as described above, the product (166 g) is isolated and characterized. The yield obtained is 42% based on the weight of ...